From a dataset of the Open Reaction Database (ORD), a public repository of structured organic reaction records. describe an organic reaction: reactants, conditions, products, and yield The reactants are COc1ccc(C=O)c(OC)c1, COc1ccc2c(c1)CCC2(O)C(F)(F)F. Yields the product COc1ccc(C(O)C(F)(F)F)c(OC)c1. Reaction SMILES: [CH3:1][O:2][c:3]1[c:4]([CH:5]=[O:6])[cH:7][cH:8][c:9]([O:11][CH3:12])[cH:10]1.[OH:13][C:14]1([C:25]([F:26])([F:27])[F:28])[c:15]2[c:16]([cH:17][c:18]([O:19][CH3:20])[cH:21][cH:22]2)[CH2:23][CH2:24]1>>[CH3:1][O:2][c:3]1[c:4]([CH:5]([OH:6])[C:25]([F:26])([F:27])[F:28])[cH:7][cH:8][c:9]([O:11][CH3:12])[cH:10]1. Starting materials: CCOc1ccc(CC#N)cc1, [Li]CCCC, CI, CC(C)NC(C)C, Cl, C1CCOC1. The product is CCOc1ccc(C(C)C#N)cc1. As a reaction SMILES: [CH2:13]([CH3:14])[O:15][c:16]1[cH:17][cH:18][c:19]([CH2:22][C:23]#[N:24])[cH:20][cH:21]1.[CH2:8]([Li:9])[CH2:10][CH2:11][CH3:12].[CH3:25][I:26].[CH:1]([NH:2][CH:3]([CH3:4])[CH3:5])([CH3:6])[CH3:7].[ClH:27].[O:28]1[CH2:29][CH2:30][CH2:31][CH2:32]1>>[CH3:1][CH:22]([c:19]1[cH:18][cH:17][c:16]([O:15][CH2:13][CH3:14])[cH:21][cH:20]1)[C:23]#[N:24]. The reactants are CCN(CC)C(=O)Oc1ccc(C(=O)N(C(C)C)C(C)C)cc1 (substrate), CC(C)C[Al](CC(C)C)c1ccccc1 (effective_coupling_partner). Reagents/catalysts: PCy3. Run at temperature 70 celsius, time 24 hour. Yields the product CC(C)N(C(=O)c2ccc(c1ccccc1)cc2)C(C)C. Reactants: N(C1=CC=CC=C1)CC=1C=NC=CC1 (3-anilinomethylpyridine), C(C1=CC=CC=C1)NC1=CC=CC=C1 (N-benzylaniline), C(C1=CN=CC=C1)=O (nicotin-aldehyde). Yields the product N(C1=CC=CC=C1)C1=NC=CC=C1 (Anilino-Pyridine). RXN SMILES: [NH:1]([CH2:8][C:9]1C=[N:11][CH:12]=[CH:13][CH:14]=1)[C:2]1[CH:7]=[CH:6][CH:5]=[CH:4][CH:3]=1.C(NC1C=CC=CC=1)C1C=CC=CC=1.C(=O)C1C=CC=NC=1>>[NH:1]([C:8]1[CH:9]=[CH:14][CH:13]=[CH:12][N:11]=1)[C:2]1[CH:7]=[CH:6][CH:5]=[CH:4][CH:3]=1. Reported procedure: The synthesis of 3-anilinomethylpyridine precursors should proceed similar to the synthesis of N-benzylaniline described in Example 7 except with nicotin-aldehyde as the reagent: Reaction conditions: temperature 30 celsius, time 12 hour. The reactants are O=C[C@H](O)[C@@H](O)[C@H](O)CO (D-xylose), OP(=O)(O)[O-].[K+] (KH2PO4), (NH4)2SO4, O=C[C@H](O)[C@@H](O)[C@@H](O)CO (L-arabinose), OP(=O)([O-])[O-].[K+].[K+] (K2HPO4). Procedure: For microbial oxidation of D-xylose or L-arabinose, fermentation medium (1 L) contains K2HPO4 (2 g), KH2PO4 (1 g), (NH4)2SO4 (5 g) and yeast extract (5 g). Solutions of D-xylose (100 g) or L-arabinose (100 g) and MgSO4 (0.24 g) are autoclaved separately and added immediately prior to initiation of the fermentation. Inoculants are started by introduction of a Pseudomonas fragi single colony picked from a nutrient agar plate into 5 mL of fermentation medium. Cultures are grown at 30° C. with agita... Product: O=C([C@H](O)[C@@H](O)[C@H](O)CO)[O-].[K+] (Potassium D-xylonate). RXN SMILES: [O:1]=[CH:2][C@@H:3]([C@H:5]([C@@H:7]([CH2:9][OH:10])[OH:8])[OH:6])[OH:4].[O:11]=C[C@@H]([C@H]([C@H](CO)O)O)O.OP([O-])([O-])=O.[K+:26].[K+].OP([O-])(O)=O.[K+]>>[O:1]=[C:2]([O-:11])[C@@H:3]([C@H:5]([C@@H:7]([CH2:9][OH:10])[OH:8])[OH:6])[OH:4].[K+:26] |f:2.3.4,5.6,7.8|. Starting materials: COC(=O)[C@H]1NC[C@@H](C1)S(=O)(=O)C1=C(C=C(C=C1)F)Cl ((2S,4R)-4-(2-chloro-4-fluoro-benzenesulfonyl)-pyrrolidine-2-carboxylic acid methyl ester), C(CC(=O)C)(=O)OC(C)(C)C (tert-butyl acetoacetate). The product is COC(=O)[C@H]1N(C[C@@H](C1)S(=O)(=O)C1=C(C=C(C=C1)F)Cl)C(CC(C)=O)=O ((2S,4R)-4-(2-Chloro-4-fluoro-benzenesulfonyl)-1-(3-oxo-butyryl)-pyrrolidine-2-carboxylic acid methyl ester). As a reaction SMILES: [CH3:1][O:2][C:3]([C@@H:5]1[CH2:9][C@@H:8]([S:10]([C:13]2[CH:18]=[CH:17][C:16]([F:19])=[CH:15][C:14]=2[Cl:20])(=[O:12])=[O:11])[CH2:7][NH:6]1)=[O:4].[C:21](OC(C)(C)C)(=[O:26])[CH2:22][C:23]([CH3:25])=[O:24]>>[CH3:1][O:2][C:3]([C@@H:5]1[CH2:9][C@@H:8]([S:10]([C:13]2[CH:18]=[CH:17][C:16]([F:19])=[CH:15][C:14]=2[Cl:20])(=[O:12])=[O:11])[CH2:7][N:6]1[C:21](=[O:26])[CH2:22][C:23](=[O:24])[CH3:25])=[O:4]. Procedure: In analogy to the procedure described in example 192f, (2S,4R)-4-(2-chloro-4-fluoro-benzenesulfonyl)-pyrrolidine-2-carboxylic acid methyl ester was reacted with tert-butyl acetoacetate to give the title compound as yellow foam. MS (ESI): m/z=406.3 [M+H]+. Reactants: C(C(=C)C)(=O)OC (methyl methacrylate), C(C(=C)C)(=O)OCC(C)C (isobutyl methacrylate), C=CC1=CC=CC=C1 (styrene), ( A ). The product is C(C(=C)C)(=O)OC.C(C(C)C)OC(C(=C)C)=O.C=CC1=CC=CC=C1 (Methyl Methacrylate Isobutyl-Methacrylate Styrene). RXN SMILES: [C:1]([O:6][CH3:7])(=[O:5])[C:2]([CH3:4])=[CH2:3].[C:8]([O:13][CH2:14][CH:15]([CH3:17])[CH3:16])(=[O:12])[C:9]([CH3:11])=[CH2:10].[CH2:18]=[CH:19][C:20]1[CH:25]=[CH:24][CH:23]=[CH:22][CH:21]=1>>[C:1]([O:6][CH3:7])(=[O:5])[C:2]([CH3:4])=[CH2:3].[CH2:14]([O:13][C:8](=[O:12])[C:9]([CH3:11])=[CH2:10])[CH:15]([CH3:17])[CH3:16].[CH2:18]=[CH:19][C:20]1[CH:25]=[CH:24][CH:23]=[CH:22][CH:21]=1 |f:3.4.5|. Procedure: The process described in (A) is followed using a mixture of methyl methacrylate, isobutyl methacrylate, and styrene in a weight ratio of 50:30:20.